From a dataset of the Open Reaction Database (ORD), a public repository of structured organic reaction records. describe an organic reaction: reactants, conditions, products, and yield Reactants: O=C1CCC(CC1)(C(=O)OCC)C(=O)OCC (diethyl 4-oxocyclohexane-1,1-dicarboxylate), Intermediate 2, C(CO)O (ethane-1,2-diol), O.C1(=CC=C(C=C1)S(=O)(=O)O)C (para-toluene sulfonic acid mono hydrate). Solvent: C1=CC=CC=C1 (Benzene), CCOCC (Et2O). Run at time 2 day. Yields the product O1CCOC12CCC(CC2)(C(=O)OCC)C(=O)OCC (Diethyl 1,4-dioxaspiro[4.5]decane-8,8-dicarboxylate). Yield: 100.0%. As a reaction SMILES: [O:1]=[C:2]1[CH2:7][CH2:6][C:5]([C:13]([O:15][CH2:16][CH3:17])=[O:14])([C:8]([O:10][CH2:11][CH3:12])=[O:9])[CH2:4][CH2:3]1.[CH2:18](O)[CH2:19][OH:20].O.C1(C)C=CC(S(O)(=O)=O)=CC=1>C1C=CC=CC=1.CCOCC>[O:20]1[C:2]2([CH2:3][CH2:4][C:5]([C:8]([O:10][CH2:11][CH3:12])=[O:9])([C:13]([O:15][CH2:16][CH3:17])=[O:14])[CH2:6][CH2:7]2)[O:1][CH2:18][CH2:19]1 |f:2.3|. Reported procedure: The procedure described in Pearson at al., J. Org. Chem., 1997, 62, 5284 was followed with a minor modification. A mixture of diethyl 4-oxocyclohexane-1,1-dicarboxylate, Intermediate 2, (120.6 g, 463 mmol), ethane-1,2-diol (110 mL, 1973 mmol), and para-toluene sulfonic acid mono hydrate (1.0 g, 5.26 mmol) in Benzene (250 mL) was stirred at room temp under N2 for 2 days. The mixture was diluted with Et2O (1 L) and washed with water (300 mL×3), sat'd NaHCO3 (100 mL) and then with brine, dried (MgS... Reactants: OC1CCN(CC1)C1=CC(=[N+](C(=N1)NC(=O)OC)[O-])NC(=O)OC (dimethyl racemic-6-(4-hydroxy-1-piperidinyl)-2,4-pyrimidine-dicarbamate-3-oxide), C(Cl)Cl (methylene chloride), [OH-].[Na+] (sodium hydroxide). Solvent: O (water). Conditions: time 3.5 hour. Product: OC1CCN(CC1)C1=NC=2N(C(=C1)NC(=O)OC)OC(N2)=O (methyl racemic-5-(4-hydroxy-1-piperidinyl)-2-oxo-2H-[1,2,4]-oxadiazolo[2,3-a]pyrimidine-7-carbamate). As a reaction SMILES: [OH:1][CH:2]1[CH2:7][CH2:6][N:5]([C:8]2[N:13]=[C:12]([NH:14][C:15](OC)=[O:16])[N+:11]([O-:19])=[C:10]([NH:20][C:21]([O:23][CH3:24])=[O:22])[CH:9]=2)[CH2:4][CH2:3]1.C(Cl)Cl.[OH-].[Na+]>O>[OH:1][CH:2]1[CH2:7][CH2:6][N:5]([C:8]2[CH:9]=[C:10]([NH:20][C:21]([O:23][CH3:24])=[O:22])[N:11]3[O:19][C:15](=[O:16])[N:14]=[C:12]3[N:13]=2)[CH2:4][CH2:3]1 |f:2.3|. Procedure: 3.1 G. of dimethyl racemic-6-(4-hydroxy-1-piperidinyl)-2,4-pyrimidine-dicarbamate-3-oxide are suspended in 100 ml. of methylene chloride and 100 ml. of water. The suspension is adjusted with concentrated sodium hydroxide to pH 12.6 and stirred at this pH for 3.5 hours. The two phases are then separated and the aqueous phase is adjusted to pH 3.2 with concentrated hydrochloric acid solution. The separated white precipitate is filtered off, pre-dried and recrystallized from methylene chloride and ... Reactants: ClC1=NC(=NC=N1)NC=1C=C(C=CC1)CS(=O)(=O)N (3-[(4-Chloro-1,3,5-triazin-2-yl)amino]benzenemethanesulfonamide), C1NCCC2=CC=CC=C12 (1,2,3,4-tetrahydroisoquinoline). Product: C1N(CCC2=CC=CC=C12)C1=NC(=NC=N1)NC=1C=C(C=CC1)CS(=O)(=O)N (3-[(4-(3,4-Dihydroisoquinolin-2(1H)-yl)-1,3,5-triazin-2-yl)amino]-benzenemethanesulfonamide). As a reaction SMILES: Cl[C:2]1[N:7]=[CH:6][N:5]=[C:4]([NH:8][C:9]2[CH:10]=[C:11]([CH2:15][S:16]([NH2:19])(=[O:18])=[O:17])[CH:12]=[CH:13][CH:14]=2)[N:3]=1.[CH2:20]1[C:29]2[C:24](=[CH:25][CH:26]=[CH:27][CH:28]=2)[CH2:23][CH2:22][NH:21]1>>[CH2:20]1[C:29]2[C:24](=[CH:25][CH:26]=[CH:27][CH:28]=2)[CH2:23][CH2:22][N:21]1[C:2]1[N:7]=[CH:6][N:5]=[C:4]([NH:8][C:9]2[CH:10]=[C:11]([CH2:15][S:16]([NH2:19])(=[O:18])=[O:17])[CH:12]=[CH:13][CH:14]=2)[N:3]=1. Procedure details: B40 was prepared following the general procedure reported for B10 using A1 and 1,2,3,4-tetrahydroisoquinoline; yield: 23.6 mg (6%), colorless amorphous solid. MS (ES) C19H20N6O2S requires: 396. found: 397 (M+H)+. Reactants: C1=CC=CC=2CN(CC3=C(C21)C=CC=C3)C(OCCNC(=O)OCC)=N (2-ethoxycarbonylamino-ethyl 5,7-dihydro-6H-dibenz[c,e]azepine-6-carboximidate), C(C1=CC=CC=C1)(=O)Cl (benzoyl chloride). Product: C(C1=CC=CC=C1)(=O)N=C(OCCNC(=O)OCC)N1CC2=C(C3=C(C1)C=CC=C3)C=CC=C2 (2-ethoxycarbonylamino-ethyl N-benzoyl-5,7-dihydro-6H-dibenz[c,e]azepine-6-carboximidate). Reaction SMILES: [CH:1]1[C:11]2[C:10]3[CH:12]=[CH:13][CH:14]=[CH:15][C:9]=3[CH2:8][N:7]([C:16](=[NH:26])[O:17][CH2:18][CH2:19][NH:20][C:21]([O:23][CH2:24][CH3:25])=[O:22])[CH2:6][C:5]=2[CH:4]=[CH:3][CH:2]=1.[C:27](Cl)(=[O:34])[C:28]1[CH:33]=[CH:32][CH:31]=[CH:30][CH:29]=1>>[C:27]([N:26]=[C:16]([N:7]1[CH2:8][C:9]2[CH:15]=[CH:14][CH:13]=[CH:12][C:10]=2[C:11]2[CH:1]=[CH:2][CH:3]=[CH:4][C:5]=2[CH2:6]1)[O:17][CH2:18][CH2:19][NH:20][C:21]([O:23][CH2:24][CH3:25])=[O:22])(=[O:34])[C:28]1[CH:33]=[CH:32][CH:31]=[CH:30][CH:29]=1. Procedure details: starting from 2-ethoxycarbonylamino-ethyl 5,7-dihydro-6H-dibenz[c,e]azepine-6-carboximidate and benzoyl chloride, there is obtained 2-ethoxycarbonylamino-ethyl N-benzoyl-5,7-dihydro-6H-dibenz[c,e]azepine-6-carboximidate as a resin, mass spectrum m/e: M+ 457 (6), 341 (18), 194 (100), 116 (75), 105 (75); The reactants are CCOC(=O)CCC(N)C(=O)OCC, CN1CCOCC1, COc1nc(Cl)nc(OC)n1, Cl, Nc1nc2[nH]c(CCCc3ccc(C(=O)O)s3)cc2c(=O)[nH]1, CN(C)C=O. Reaction SMILES: [CH2:42]([CH3:43])[O:44][C:45]([CH:46]([NH2:47])[CH2:48][CH2:49][C:50](=[O:51])[O:52][CH2:53][CH3:54])=[O:55].[CH3:23][N:24]1[CH2:25][CH2:26][O:27][CH2:28][CH2:29]1.[Cl:30][c:31]1[n:32][c:33]([O:34][CH3:35])[n:36][c:37]([O:38][CH3:39])[n:40]1.[ClH:41].[NH2:1][c:2]1[nH:3][c:4](=[O:22])[c:5]2[c:6]([n:7]1)[nH:8][c:9]([CH2:11][CH2:12][CH2:13][c:14]1[cH:15][cH:16][c:17]([C:19](=[O:20])[OH:21])[s:18]1)[cH:10]2.[O:56]=[CH:57][N:58]([CH3:59])[CH3:60]>>[NH2:1][c:2]1[nH:3][c:4](=[O:22])[c:5]2[c:6]([n:7]1)[nH:8][c:9]([CH2:11][CH2:12][CH2:13][c:14]1[cH:15][cH:16][c:17]([C:19](=[O:21])[NH:47][CH:46]([C:45]([O:44][CH2:42][CH3:43])=[O:55])[CH2:48][CH2:49][C:50](=[O:51])[O:52][CH2:53][CH3:54])[s:18]1)[cH:10]2. Product: CCOC(=O)CCC(NC(=O)c1ccc(CCCc2cc3c(=O)[nH]c(N)nc3[nH]2)s1)C(=O)OCC.